Dataset: the Open Reaction Database (ORD), a public repository of structured organic reaction records. Task: describe an organic reaction: reactants, conditions, products, and yield Reactants: BrC=1C=C(N2N=CN=C(C21)N)CCCCN2CCCC2 (5-bromo-7-(4-pyrrolidin-1-ylbutyl)pyrrolo[2,1-f][1,2,4]triazin-4-amine), COC=1C=C(COC=2C=C(C=CC2)B(O)O)C=C(C1)OC (3-(3,5-dimethoxybenzyloxy)phenyl boronic acid), C(=O)([O-])[O-].[Na+].[Na+] (Na2CO3). Reagents/catalysts: C=1C=CC(=CC1)[P](C=2C=CC=CC2)(C=3C=CC=CC3)[Pd]([P](C=4C=CC=CC4)(C=5C=CC=CC5)C=6C=CC=CC6)([P](C=7C=CC=CC7)(C=8C=CC=CC8)C=9C=CC=CC9)[P](C=1C=CC=CC1)(C=1C=CC=CC1)C=1C=CC=CC1 (tetrakis(triphenylphosphine)palladium(0)). The solvent is COCCOC (DME). Run at temperature 80 celsius. Product: COC=1C=C(COC=2C=C(C=CC2)C=2C=C(N3N=CN=C(C32)N)CCCCN3CCCC3)C=C(C1)OC (5-{3-[(3,5-dimethoxybenzyl)oxy]phenyl}-7-(4-pyrrolidin-1-ylbutyl)pyrrolo[2,1-f][1,2,4]triazin-4-amine). Yield: 27.5%. As a reaction SMILES: Br[C:2]1[CH:3]=[C:4]([CH2:12][CH2:13][CH2:14][CH2:15][N:16]2[CH2:20][CH2:19][CH2:18][CH2:17]2)[N:5]2[C:10]=1[C:9]([NH2:11])=[N:8][CH:7]=[N:6]2.[CH3:21][O:22][C:23]1[CH:24]=[C:25]([CH:37]=[C:38]([O:40][CH3:41])[CH:39]=1)[CH2:26][O:27][C:28]1[CH:29]=[C:30](B(O)O)[CH:31]=[CH:32][CH:33]=1.C([O-])([O-])=O.[Na+].[Na+]>COCCOC.C1C=CC([P]([Pd]([P](C2C=CC=CC=2)(C2C=CC=CC=2)C2C=CC=CC=2)([P](C2C=CC=CC=2)(C2C=CC=CC=2)C2C=CC=CC=2)[P](C2C=CC=CC=2)(C2C=CC=CC=2)C2C=CC=CC=2)(C2C=CC=CC=2)C2C=CC=CC=2)=CC=1>[CH3:21][O:22][C:23]1[CH:24]=[C:25]([CH:37]=[C:38]([O:40][CH3:41])[CH:39]=1)[CH2:26][O:27][C:28]1[CH:33]=[C:32]([C:2]2[CH:3]=[C:4]([CH2:12][CH2:13][CH2:14][CH2:15][N:16]3[CH2:20][CH2:19][CH2:18][CH2:17]3)[N:5]3[C:10]=2[C:9]([NH2:11])=[N:8][CH:7]=[N:6]3)[CH:31]=[CH:30][CH:29]=1 |f:2.3.4,^1:57,59,78,97|. Procedure: To a stirred solution of 5-bromo-7-(4-pyrrolidin-1-ylbutyl)pyrrolo[2,1-f][1,2,4]triazin-4-amine (70 mg, 0.21 mmol), 3-(3,5-dimethoxybenzyloxy)phenyl boronic acid (179 mg, 0.62 mmol), and tetrakis(triphenylphosphine)palladium(0) (23 mg, 0.021 mmol) in degassed DME (1.5 mL) was added aqueous Na2CO3 solution (2 M, 310 μL). The reaction was heated (80° C.) for 17 h and then cooled to rt. The mixture was partitioned between ethyl acetate (25 mL) and water (25 mL). The layers were separated and the or... Starting materials: ClS(=O)(=O)C=1C(=CSC1)C(=O)Cl (4-chlorosulfonylthiophene-3-carboxylic acid chloride), CO (methanol), Cl (hydrogen chloride). Run in C(Cl)(Cl)Cl (chloroform). Yields the product COC(=O)C1=CSC=C1S(=O)(=O)Cl (4-chlorosulfonylthiophene-3-carboxylic acid methyl ester). RXN SMILES: [Cl:1][S:2]([C:5]1[C:6]([C:10](Cl)=[O:11])=[CH:7][S:8][CH:9]=1)(=[O:4])=[O:3].[CH3:13][OH:14].Cl>C(Cl)(Cl)Cl>[CH3:13][O:14][C:10]([C:6]1[C:5]([S:2]([Cl:1])(=[O:4])=[O:3])=[CH:9][S:8][CH:7]=1)=[O:11]. Procedure details: 44.1 G. (0.18 mol) of the obtained 4-chlorosulfonylthiophene-3-carboxylic acid chloride are dissolved in 450 ml. of absolute chloroform, 9.6 g. (0.3 mol) of absolute methanol are added and the solution is heated to reflux for 9 hours [until termination of the hydrogen chloride evolution]. The mixture is then evaporated to dryness in vacuo, the residue crystallizing out. There is obtained 4-chlorosulfonylthiophene-3-carboxylic acid methyl ester, which can be converted into the 4-hydroxy-2-methyl-... Reactants: CC(C)(C)[Si](C)(C)Cl, ClCCl, O=C1CCC(CO)O1, c1c[nH]cn1. The product is CC(C)(C)[Si](C)(C)OCC1CCC(=O)O1. As a reaction SMILES: [C:9]([CH3:10])([CH3:11])([CH3:12])[Si:13]([CH3:14])([CH3:15])[Cl:16].[CH2:17]([Cl:18])[Cl:19].[OH:1][CH2:2][CH:3]1[CH2:4][CH2:5][C:6](=[O:7])[O:8]1.[nH:20]1[cH:21][cH:22][n:23][cH:24]1>>[O:1]([CH2:2][CH:3]1[CH2:4][CH2:5][C:6](=[O:7])[O:8]1)[Si:13]([C:9]([CH3:10])([CH3:11])[CH3:12])([CH3:14])[CH3:15]. The reactants are COC(C1=CC=C(C=C1)C=1N=C(SC1)S(=O)(=O)C)=O (4-(2-Methanesulfonyl-thiazol-4-yl)-benzoic acid methyl ester), C[C@H]1N(CCC1)C[C@H]1NCCC1 (2-(R)-Methyl-1-(2-(S)-pyrrolidinylmethyl)pyrrolidine). Product: CS(=O)(=O)C=1SC=C(N1)C1=CC=C(C=C1)C(=O)N1[C@@H](CCC1)CN1[C@@H](CCC1)C ([4-(2-Methanesulfonyl-thiazol-4-yl)-phenyl]-[2-(S)-(2-(R)-methyl-pyrrolidin-1-ylmethyl)-pyrrolidin-1-yl]-methanone). Reaction SMILES: CO[C:3](=[O:19])[C:4]1[CH:9]=[CH:8][C:7]([C:10]2[N:11]=[C:12]([S:15]([CH3:18])(=[O:17])=[O:16])[S:13][CH:14]=2)=[CH:6][CH:5]=1.[CH3:20][C@@H:21]1[CH2:25][CH2:24][CH2:23][N:22]1[CH2:26][C@@H:27]1[CH2:31][CH2:30][CH2:29][NH:28]1>>[CH3:18][S:15]([C:12]1[S:13][CH:14]=[C:10]([C:7]2[CH:6]=[CH:5][C:4]([C:3]([N:28]3[CH2:29][CH2:30][CH2:31][C@H:27]3[CH2:26][N:22]3[CH2:23][CH2:24][CH2:25][C@H:21]3[CH3:20])=[O:19])=[CH:9][CH:8]=2)[N:11]=1)(=[O:16])=[O:17]. Reported procedure: The title compound is prepared in a manner substantially analogous to Procedure N and Procedure P starting from 4-(2-Methanesulfonyl-thiazol-4-yl)-benzoic acid methyl ester and 2-(R)-Methyl-1-(2-(S)-pyrrolidinylmethyl)pyrrolidine. MS (ES+) 434.12. The reactants are CC(C)(C)N, CS(C)=O, Cc1ccccc1, O=[N+]([O-])c1ccc(F)c(F)c1CCO, O. Product: CC(C)(C)Nc1ccc([N+](=O)[O-])c(CCO)c1F. Reaction SMILES: [C:15]([CH3:16])([CH3:17])([CH3:18])[NH2:19].[CH3:20][S:21]([CH3:22])=[O:23].[CH3:24][c:25]1[cH:26][cH:27][cH:28][cH:29][cH:30]1.[F:1][c:2]1[c:3]([CH2:12][CH2:13][OH:14])[c:4]([N+:9](=[O:10])[O-:11])[cH:5][cH:6][c:7]1[F:8].[OH2:31]>>[F:1][c:2]1[c:3]([CH2:12][CH2:13][OH:14])[c:4]([N+:9](=[O:10])[O-:11])[cH:5][cH:6][c:7]1[NH:19][C:15]([CH3:16])([CH3:17])[CH3:18].